This data is from the Open Reaction Database (ORD), a public repository of structured organic reaction records. The task is: describe an organic reaction: reactants, conditions, products, and yield The reactants are CC(=O)[O-], CO, Cl, C=CC(OCC(=O)c1cccc(F)c1F)C(F)(F)F, NO, [Na+]. The product is C=CC(OCC(=NO)c1cccc(F)c1F)C(F)(F)F. Reaction SMILES: [CH3:24][C:25](=[O:26])[O-:27].[CH3:28][OH:29].[ClH:20].[F:1][c:2]1[c:3]([C:9]([CH2:10][O:11][CH:12]([C:13]([F:14])([F:15])[F:16])[CH:17]=[CH2:18])=[O:19])[cH:4][cH:5][cH:6][c:7]1[F:8].[NH2:21][OH:22].[Na+:23]>>[F:1][c:2]1[c:3]([C:9]([CH2:10][O:11][CH:12]([C:13]([F:14])([F:15])[F:16])[CH:17]=[CH2:18])=[N:21][OH:22])[cH:4][cH:5][cH:6][c:7]1[F:8].